describe an organic reaction: reactants, conditions, products, and yield From a dataset of the Open Reaction Database (ORD), a public repository of structured organic reaction records. The reactants are Cl (HCl), BrCC(=O)C=1C=CC(=C(C1)S(=O)(=O)N)F (5-bromoacetyl-2-fluoro-benzenesulfonamide), [OH-].[Na+] (NaOH), [BH4-].[Na+] (NaBH4). The solvent is CO (MeOH). Conditions: temperature 0 celsius, time 15 minute. Yields the product FC1=C(C=C(C=C1)C1OC1)S(=O)(=O)N (2-fluoro-5-oxiranyl-benzenesulfonamide). The yield is 48.7%. Reaction SMILES: Br[CH2:2][C:3]([C:5]1[CH:6]=[CH:7][C:8]([F:15])=[C:9]([S:11]([NH2:14])(=[O:13])=[O:12])[CH:10]=1)=[O:4].[BH4-].[Na+].[OH-].[Na+].Cl>CO>[F:15][C:8]1[CH:7]=[CH:6][C:5]([CH:3]2[CH2:2][O:4]2)=[CH:10][C:9]=1[S:11]([NH2:14])(=[O:13])=[O:12] |f:1.2,3.4|. Reported procedure: A solution of 0.5 g (1.7 mmol) of 5-bromoacetyl-2-fluoro-benzenesulfonamide V in 20 mL MeOH was cooled to 0° C. NaBH4 26 mg (0.67 mmol) was added and the reaction was stirred at 0° C. for 15 min. 4 mL of 1N NaOH was added and the reaction was stirred at 0° C. for 4 hrs. The reaction was adjusted to pH 6 by addition of dilute HCl. The volatiles were evaporated and the residue dissolved in EtOAc, washed with H2O, dried over Na2SO4 and evaporated. The product was purified by column chromatography o... Reported procedure: Benzophenone (6.22 g), cyclohexane (22 mL), dried codeine (1.38 g) and chlorotris(triphenylphosphine)rhodium (I) (Wilkinson's catalyst) (0.22 g) were charged into a glass hydrogenation bottle. The bottle was evacuated and filled with hydrogen. The mixture was magnetically agitated at ambient temperature (24–28° C.) while the hydrogen pressure was maintained at 5–15 psi until the pressure drop caused by the hydrogen consumption stopped. A solution of potassium tert-amylate in cyclohexane (12 mL, ... Reactants: C(C1=CC=CC=C1)(=O)C1=CC=CC=C1 (Benzophenone), CN1CC[C@]23C4=C5C=CC(=C4O[C@H]2[C@H](C=C[C@H]3[C@H]1C5)O)OC (codeine). The product is CN1CC[C@]23C4=C5C=CC(=C4O[C@H]2C(=O)CC[C@H]3[C@H]1C5)OC (hydrocodone). The solvent is C1CCCCC1 (cyclohexane). Reagents/catalysts: C1=CC=C(C=C1)P(C2=CC=CC=C2)C3=CC=CC=C3.C1=CC=C(C=C1)P(C2=CC=CC=C2)C3=CC=CC=C3.C1=CC=C(C=C1)P(C2=CC=CC=C2)C3=CC=CC=C3.[Cl-].[Rh] (chlorotris(triphenylphosphine)rhodium (I)). Reaction SMILES: C(C1C=CC=CC=1)(=O)C1C=CC=CC=1.[CH3:15][N:16]1[C@@H:32]2[CH2:33][C:21]3[CH:22]=[CH:23][C:24]([O:35][CH3:36])=[C:25]4[O:26][C@H:27]5[C@@H:28]([OH:34])[CH:29]=[CH:30][C@@H:31]2[C@:19]5([C:20]=34)[CH2:18][CH2:17]1>C1C=CC(P(C2C=CC=CC=2)C2C=CC=CC=2)=CC=1.C1C=CC(P(C2C=CC=CC=2)C2C=CC=CC=2)=CC=1.C1C=CC(P(C2C=CC=CC=2)C2C=CC=CC=2)=CC=1.[Cl-].[Rh].C1CCCCC1>[CH3:15][N:16]1[C@@H:32]2[CH2:33][C:21]3[CH:22]=[CH:23][C:24]([O:35][CH3:36])=[C:25]4[O:26][C@H:27]5[C:28]([CH2:29][CH2:30][C@@H:31]2[C@:19]5([C:20]=34)[CH2:18][CH2:17]1)=[O:34] |f:2.3.4.5.6|. Yield: 94.0%. The reactants are S(O)(O)(=O)=O (sulfuric acid), C1(=CC=CC=C1)CCC[Mg]Br (3-phenylpropylmagnesium bromide), [Mg] (magnesium), solution, BrCCCC1=CC=CC=C1 (1-bromo-3-phenylpropane), C[Si](C1=CC(=CO1)C=O)(C)C (5-trimethylsilyl-3-furaldehyde). Reagents/catalysts: ice. The solvent is C(C)OCC (ethyl ether), C(C)OCC (ethyl ether). Reaction conditions: time 1 hour. Yields the product OC(CCCC1=CC=CC=C1)C=1C=C(OC1)[Si](C)(C)C (4-(1-Hydroxy-4-phenylbutyl)-2-trimethylsilylfuran). Reaction SMILES: [C:1]1([CH2:7][CH2:8][CH2:9][Mg]Br)[CH:6]=[CH:5][CH:4]=[CH:3][CH:2]=1.BrCCCC1C=CC=CC=1.[Mg].[CH3:23][Si:24]([CH3:33])([CH3:32])[C:25]1[O:29][CH:28]=[C:27]([CH:30]=[O:31])[CH:26]=1.S(=O)(=O)(O)O>C(OCC)C>[OH:31][CH:30]([C:27]1[CH:26]=[C:25]([Si:24]([CH3:33])([CH3:32])[CH3:23])[O:29][CH:28]=1)[CH2:9][CH2:8][CH2:7][C:1]1[CH:6]=[CH:5][CH:4]=[CH:3][CH:2]=1. Reported procedure: To a stirred solution of 3-phenylpropylmagnesium bromide (3.3 ml of an 0.313M solution in ethyl ether, 1.03 mmol, generated from 1-bromo-3-phenylpropane and magnesium) at 0° under argon, was added dropwise 5-trimethylsilyl-3-furaldehyde (0.145 g., 0.862 mmol) in 5 ml ethyl ether. This solution was allowed to warm to room temperature, stirred for one hour, and then poured over crushed ice containing several drops of concentrated sulfuric acid. The resulting mixture was partitioned between ethyl e... Starting materials: ClCCl, CC(=O)[O-], O=C(Cl)CCl, Nc1csc(Br)n1, [Na+], c1ccncc1. The product is O=C(CCl)Nc1csc(Br)n1. RXN SMILES: [CH2:24]([Cl:25])[Cl:26].[CH3:20][C:21](=[O:22])[O-:23].[Cl:8][CH2:9][C:10](=[O:11])[Cl:12].[NH2:1][c:2]1[n:3][c:4]([Br:7])[s:5][cH:6]1.[Na+:19].[cH:13]1[cH:14][cH:15][n:16][cH:17][cH:18]1>>[NH:1]([c:2]1[n:3][c:4]([Br:7])[s:5][cH:6]1)[C:10]([CH2:9][Cl:8])=[O:11].